The task is: describe an organic reaction: reactants, conditions, products, and yield. This data is from the Open Reaction Database (ORD), a public repository of structured organic reaction records. The solvent is C(C)#N (acetonitrile). Reaction SMILES: [C:1]([O:5][C:6]([N:8]([CH2:20][C:21]1[CH:22]=[C:23]([O:28][CH3:29])[CH:24]=[CH:25][C:26]=1Br)[CH2:9][C:10]1[CH:15]=[CH:14][C:13]([C:16]([F:19])([F:18])[F:17])=[CH:12][CH:11]=1)=[O:7])([CH3:4])([CH3:3])[CH3:2].[C:30]([O:34][CH3:35])(=[O:33])[CH:31]=[CH2:32].C1(C)C=CC=CC=1P(C1C=CC=CC=1C)C1C=CC=CC=1C.C(N(C(C)C)CC)(C)C>C(#N)C.C([O-])(=O)C.[Pd+2].C([O-])(=O)C>[C:1]([O:5][C:6]([N:8]([CH2:20][C:21]1[CH:22]=[C:23]([O:28][CH3:29])[CH:24]=[CH:25][C:26]=1[CH:32]=[CH:31][C:30]([O:34][CH3:35])=[O:33])[CH2:9][C:10]1[CH:15]=[CH:14][C:13]([C:16]([F:19])([F:18])[F:17])=[CH:12][CH:11]=1)=[O:7])([CH3:4])([CH3:3])[CH3:2] |f:5.6.7|. Reagents/catalysts: C(C)(=O)[O-].[Pd+2].C(C)(=O)[O-] (palladium acetate), C(C)(=O)[O-].[Pd+2].C(C)(=O)[O-] (palladium acetate). Product: C(C)(C)(C)OC(=O)N(CC1=CC=C(C=C1)C(F)(F)F)CC1=C(C=CC(=O)OC)C=CC(=C1)OC (Methyl 2-[N-(tert-butoxycarbonyl)-N-(4-trifluoromethylbenzyl)aminomethyl]-4-methoxycinnamate). Conditions: temperature 80 celsius, time 4 hour. Procedure: A solution of 3-[N-(tert-butoxycarbonyl)-N-(4-trifluoromethylbenzyl)aminomethyl]-4-bromoanisole (37.08 g, 78 mmol), methyl acrylate (35 mL, 390 mmol), palladium acetate (0.88 g, 3.9 mmol), tri-o-tolylphosphine (2.38 g, 7.8 mol), and diisopropylethylamine (31 mL, 178 mmol) in acetonitrile (200 mL) was deoxygenated (3 evacuation/argon purge cycles), then was heated to reflux under argon (oil bath set at 80° C.). After 6 hr additional palladium acetate (0.88 g, 3.9 mmol) and tri-o-tolylphosphine ((... The reactants are C1(=C(C=CC=C1)P(C1=C(C=CC=C1)C)C1=C(C=CC=C1)C)C (tri-o-tolylphosphine), C(C)(C)(C)OC(=O)N(CC1=CC=C(C=C1)C(F)(F)F)CC=1C=C(C=CC1Br)OC (3-[N-(tert-butoxycarbonyl)-N-(4-trifluoromethylbenzyl)aminomethyl]-4-bromoanisole), C(C=C)(=O)OC (methyl acrylate), C1(=C(C=CC=C1)P(C1=C(C=CC=C1)C)C1=C(C=CC=C1)C)C (tri-o-tolylphosphine), C(C)(C)N(CC)C(C)C (diisopropylethylamine). The reactants are N1=CC=CC2=CC=C3C(=C12)C=CC=C3 (benzo[h]quinoline), [OH-].[K+] (KOH), [O-][Mn](=O)(=O)=O.[K+] (KMnO4). Solvent: O (water), O (water). Product: N1=C2C(=CC=C1)C(C1=CC=CC=C12)=O (5H-indeno[1,2-b]pyridin-5-one). The yield is 41.2%. RXN SMILES: [N:1]1[C:10]2[C:5](=C[CH:7]=[C:8]3[CH:14]=[CH:13][CH:12]=[CH:11][C:9]3=2)[CH:4]=[CH:3][CH:2]=1.[OH-].[K+].[O-:17][Mn](=O)(=O)=O.[K+]>O>[N:1]1[CH:2]=[CH:3][CH:4]=[C:5]2[C:7](=[O:17])[C:8]3[C:9]([C:10]=12)=[CH:11][CH:12]=[CH:13][CH:14]=3 |f:1.2,3.4|. Procedure details: A solution of benzo[h]quinoline (6 g, 33.5 mmol) and KOH (5.6 g, 100.5 mmol) in water (400 mL) was boiled. A hot solution of KMnO4 (14.8 g, 93.8 mmol) in water (240 mL) was added dropwise over 1 hour to the boiling solution. The mixture was refluxed for another 6 hours and filtered hot. The filtrate was allowed to cool to room temperature. The organic layer was extracted with chloroform and water, dried with anhydrous magnesium sulfate. After solvent removal, the residue was purified by column c... Starting materials: C1CCOC1, CO, Cl, O, COC(=O)c1ccc(CNc2nccc(-c3cccnc3)n2)cc1. Yields the product O=C(O)c1ccc(CNc2nccc(-c3cccnc3)n2)cc1. RXN SMILES: [CH2:26]1[O:27][CH2:28][CH2:29][CH2:30]1.[CH3:31][OH:32].[ClH:25].[OH2:33].[n:1]1[cH:2][c:3](-[c:7]2[n:8][c:9]([NH:13][CH2:14][c:15]3[cH:16][cH:17][c:18]([C:19](=[O:20])[O:21][CH3:22])[cH:23][cH:24]3)[n:10][cH:11][cH:12]2)[cH:4][cH:5][cH:6]1>>[n:1]1[cH:2][c:3](-[c:7]2[n:8][c:9]([NH:13][CH2:14][c:15]3[cH:16][cH:17][c:18]([C:19](=[O:20])[OH:21])[cH:23][cH:24]3)[n:10][cH:11][cH:12]2)[cH:4][cH:5][cH:6]1. Starting materials: ClC1=CC=CC=2NC(N(C21)CCCO)=O (4-chloro-1,3-dihydro-3-(3-hydroxypropyl)-2H-benzimidazol-2-one), S(=O)(Cl)Cl (sulfinyl chloride). Run in ClC(Cl)Cl (trichloromethane). Conditions: time 3 hour. The product is ClC1=CC=CC=2NC(N(C21)CCCCl)=O (4-chloro-3-(3-chloropropyl)-1,3-dihydro-2H-benzimidazol-2-one). As a reaction SMILES: [Cl:1][C:2]1[C:10]2[N:9]([CH2:11][CH2:12][CH2:13]O)[C:8](=[O:15])[NH:7][C:6]=2[CH:5]=[CH:4][CH:3]=1.S(Cl)([Cl:18])=O>ClC(Cl)Cl>[Cl:1][C:2]1[C:10]2[N:9]([CH2:11][CH2:12][CH2:13][Cl:18])[C:8](=[O:15])[NH:7][C:6]=2[CH:5]=[CH:4][CH:3]=1. Reported procedure: To a stirred mixture of 5 parts of 4-chloro-1,3-dihydro-3-(3-hydroxypropyl)-2H-benzimidazol-2-one and 75 parts of trichloromethane are added dropwise 8 parts of sulfinyl chloride. Upon completion, stirring is continued for 3 hours at reflux temperature. The reaction mixture is cooled and evaporated. The residue is stirred in a small amount of 4-methyl-2-pentanone. The product is filtered off and dried, yielding 4-chloro-3-(3-chloropropyl)-1,3-dihydro-2H-benzimidazol-2-one. Reactants: CCOCC, Cc1cn(C)c2c(Cl)ncc(C(=O)N3CCOCC3)c12, Nc1cccc(Cl)c1. Product: Cc1cn(C)c2c(Nc3cccc(Cl)c3)ncc(C(=O)N3CCOCC3)c12. Reaction SMILES: [CH3:29][CH2:30][O:31][CH2:32][CH3:33].[Cl:1][c:2]1[n:3][cH:4][c:5]([C:13](=[O:14])[N:15]2[CH2:16][CH2:17][O:18][CH2:19][CH2:20]2)[c:6]2[c:7]1[n:8]([CH3:12])[cH:9][c:10]2[CH3:11].[Cl:21][c:22]1[cH:23][c:24]([NH2:25])[cH:26][cH:27][cH:28]1>>[c:2]1([NH:25][c:24]2[cH:23][c:22]([Cl:21])[cH:28][cH:27][cH:26]2)[n:3][cH:4][c:5]([C:13](=[O:14])[N:15]2[CH2:16][CH2:17][O:18][CH2:19][CH2:20]2)[c:6]2[c:7]1[n:8]([CH3:12])[cH:9][c:10]2[CH3:11]. Procedure: To a solution of 1-bromo-4-methoxy-2-propoxy-benzene (500 mg, 2.04 mmol) in dimethylformamide (10 mL) at room temperature was added zinc cyanide (240 mg, 2.04 mmol). The reaction mixture was degassed by passing argon through for 2 h before tetrakis(triphenylphosphine)palladium (236 mg, 0.204 mmol) was added. The reaction mixture was heated at 90-100° C. under argon for 12 h. The reaction mixture was taken up in diethyl ether (10 mL) and sodium bicarbonate solution (2 mL). The product was extract... The product is COC1=CC(=C(C#N)C=C1)OCCC (4-methoxy-2-propoxy-benzonitrile). Yield: 74.0%. Run at temperature 95 celsius. Solvent: C(C)OCC (diethyl ether), C([O-])(O)=O.[Na+] (sodium bicarbonate). Reagents/catalysts: [C-]#N.[Zn+2].[C-]#N (zinc cyanide), C=1C=CC(=CC1)[P](C=2C=CC=CC2)(C=3C=CC=CC3)[Pd]([P](C=4C=CC=CC4)(C=5C=CC=CC5)C=6C=CC=CC6)([P](C=7C=CC=CC7)(C=8C=CC=CC8)C=9C=CC=CC9)[P](C=1C=CC=CC1)(C=1C=CC=CC1)C=1C=CC=CC1 (tetrakis(triphenylphosphine)palladium). Reactants: BrC1=C(C=C(C=C1)OC)OCCC (1-bromo-4-methoxy-2-propoxy-benzene), CN(C=O)C (dimethylformamide). As a reaction SMILES: Br[C:2]1[CH:7]=[CH:6][C:5]([O:8][CH3:9])=[CH:4][C:3]=1[O:10][CH2:11][CH2:12][CH3:13].[CH3:14][N:15](C)C=O>C(OCC)C.C(=O)(O)[O-].[Na+].[C-]#N.[Zn+2].[C-]#N.C1C=CC([P]([Pd]([P](C2C=CC=CC=2)(C2C=CC=CC=2)C2C=CC=CC=2)([P](C2C=CC=CC=2)(C2C=CC=CC=2)C2C=CC=CC=2)[P](C2C=CC=CC=2)(C2C=CC=CC=2)C2C=CC=CC=2)(C2C=CC=CC=2)C2C=CC=CC=2)=CC=1>[CH3:9][O:8][C:5]1[CH:6]=[CH:7][C:2]([C:14]#[N:15])=[C:3]([O:10][CH2:11][CH2:12][CH3:13])[CH:4]=1 |f:3.4,5.6.7,^1:37,39,58,77|. Reaction SMILES: [C:1]([O:2][C:3]([CH3:4])([CH3:5])[CH3:6])(=[O:7])[N:8]1[CH:9]([CH:15]=[CH:16][CH2:17][CH2:18][CH3:19])[CH2:10][CH2:11][CH2:12][CH:13]1[CH3:14].[Cl:20][CH2:21][Cl:22]>>[NH:8]1[CH:9]([CH:15]=[CH:16][CH2:17][CH2:18][CH3:19])[CH2:10][CH2:11][CH2:12][CH:13]1[CH3:14]. Product: CCCC=CC1CCCC(C)N1. Starting materials: CCCC=CC1CCCC(C)N1C(=O)OC(C)(C)C, ClCCl. Starting materials: C(CCC)N(C(C1=CC=C(C=C1)Cl)=O)C (N-butyl -N-methyl -4 -chlorobenzamide), ice. Solvent: C1CCOC1 (THF). Yields the product C(CCC)N(CC1=CC=C(C=C1)Cl)C (N-Butyl-N-methyl-4-chlorobenzenemethanamine). Reaction SMILES: [CH2:1]([N:5]([CH3:15])[C:6](=O)[C:7]1[CH:12]=[CH:11][C:10]([Cl:13])=[CH:9][CH:8]=1)[CH2:2][CH2:3][CH3:4]>C1COCC1>[CH2:1]([N:5]([CH3:15])[CH2:6][C:7]1[CH:8]=[CH:9][C:10]([Cl:13])=[CH:11][CH:12]=1)[CH2:2][CH2:3][CH3:4]. Procedure details: In a manner analogous to Example 1 a solution of N-butyl -N-methyl -4 -chlorobenzamide (4.49 g; 0.02 mol) in dry THF (50 ml) was reacted wit h an ice-cooled solution of 1.0M diborane-THF complex (90 ml); 0.09 mol) to give the title compound which was converted to the hydrochloride salt and crystallised from ethyl acetate (1.51 g; 65.7%), mp 136°-138°. The reactants are NC1=CC=C(C(=C1C(=O)OCC1=CC=CC=C1)C)Br (benzyl 6-amino-3-bromo-2-methylbenzoate), FC1=CC=C(C=C1)S(=O)(=O)Cl (4-fluorobenzenesulfonyl chloride), N1=CC=CC=C1 (pyridine). The solvent is ClCCl (dichloromethane). Reaction conditions: time 48 hour. Product: BrC=1C(=C(C(=O)OCC2=CC=CC=C2)C(=CC1)NS(=O)(=O)C1=CC=C(C=C1)F)C (benzyl 3-bromo-6-{[(4-fluorophenyl)sulfonyl]amino}-2-methylbenzoate). Yield: 90.9%. RXN SMILES: [NH2:1][C:2]1[C:7]([C:8]([O:10][CH2:11][C:12]2[CH:17]=[CH:16][CH:15]=[CH:14][CH:13]=2)=[O:9])=[C:6]([CH3:18])[C:5]([Br:19])=[CH:4][CH:3]=1.[F:20][C:21]1[CH:26]=[CH:25][C:24]([S:27](Cl)(=[O:29])=[O:28])=[CH:23][CH:22]=1.N1C=CC=CC=1>ClCCl>[Br:19][C:5]1[C:6]([CH3:18])=[C:7]([C:2]([NH:1][S:27]([C:24]2[CH:25]=[CH:26][C:21]([F:20])=[CH:22][CH:23]=2)(=[O:29])=[O:28])=[CH:3][CH:4]=1)[C:8]([O:10][CH2:11][C:12]1[CH:13]=[CH:14][CH:15]=[CH:16][CH:17]=1)=[O:9]. Reported procedure: A solution of Example 126B (2.57 g, 7.13 mmol), 4-fluorobenzenesulfonyl chloride (1.92 g, 7.8 mmol) in dichloromethane (40 mL) was treated with pyridine (1.44 mL, 17.8 mmol), stirred for 48 hours at ambient temperature, washed with 1N HCl (2×30 mL). The organic solution was dried (MgSO4), filtered, and concentrated. The resulting solid was triturated twice with hexanes to provide the desired product (3.10 g, 91.2%). 1H NMR (DMSO-d6) δ 2.19 (s, 3H), 5.25 (s, 2H), 6.86 (d, 2H), 7.35-7.46 (m, 7H), ...